This data is from the Open Reaction Database (ORD), a public repository of structured organic reaction records. The task is: describe an organic reaction: reactants, conditions, products, and yield Reactants: S(=O)([O-])S(=O)[O-].[Na+].[Na+] (sodium dithionite), ice, CC1=C(C(=CC=C1)C)O (2,6-dimethylphenol), [OH-].[Na+] (sodium hydroxide), S(=O)(C1=CC=C(C=C1)N)(=O)O (Sulphanilic acid), C([O-])([O-])=O.[Na+].[Na+] (sodium carbonate), N(=O)[O-].[Na+] (Sodium nitrite), Cl (hydrochloric acid), ice. Run in O (water), O (water), O (water). Run at temperature 15 celsius, time 30 minute. Product: CC1=C(C(=CC(=C1)N)C)O (2,6-dimethyl-4-aminophenol). The yield is 79.7%. RXN SMILES: S(O)(=O)(C1C=CC([NH2:9])=CC=1)=O.C(=O)([O-])[O-].[Na+].[Na+].N([O-])=O.[Na+].Cl.[CH3:23][C:24]1[CH:29]=[CH:28][CH:27]=[C:26]([CH3:30])[C:25]=1[OH:31].[OH-].[Na+].S(S([O-])=O)([O-])=O.[Na+].[Na+]>O>[CH3:23][C:24]1[CH:29]=[C:28]([NH2:9])[CH:27]=[C:26]([CH3:30])[C:25]=1[OH:31] |f:1.2.3,4.5,8.9,10.11.12|. Reported procedure: Sulphanilic acid (43.3 g, 0.25 mol) and sodium carbonate (13.25 g, 0.125 mol) were dissolved in water (250 ml) and cooled to 15° C. Sodium nitrite (18.63 g, 0.27 mol) in water (100 ml) was added in one portion, and the mixture added immediately to concentrated hydrochloric acid (53 ml) and ice (300 g), with stirring. After 30 minutes, the resulting suspension was added to an ice-cold solution of 2,6-dimethylphenol (30.54 g, 0.25 mol) and sodium hydroxide (55 g) in water (550 ml), stirring vigoro... Reactants: O=C(NCCCc1ccncc1)N(CCC12CC3CC(CC(C3)C1)C2)OCc1ccccc1, CO, Cl. Yields the product O=C(NCCCc1ccncc1)N(O)CCC12CC3CC(CC(C3)C1)C2. As a reaction SMILES: [C:2]12([CH2:12][CH2:13][N:14]([C:15](=[O:16])[NH:17][CH2:18][CH2:19][CH2:20][c:21]3[cH:22][cH:23][n:24][cH:25][cH:26]3)[O:27][CH2:28][c:29]3[cH:30][cH:31][cH:32][cH:33][cH:34]3)[CH2:3][CH:4]3[CH2:5][CH:6]([CH2:7][CH:8]([CH2:9]1)[CH2:10]3)[CH2:11]2.[CH3:35][OH:36].[ClH:1]>>[C:2]12([CH2:12][CH2:13][N:14]([C:15](=[O:16])[NH:17][CH2:18][CH2:19][CH2:20][c:21]3[cH:22][cH:23][n:24][cH:25][cH:26]3)[OH:27])[CH2:3][CH:4]3[CH2:5][CH:6]([CH2:7][CH:8]([CH2:9]1)[CH2:10]3)[CH2:11]2. The reactants are C(CC)N(CCC)CCC (Tripropylamine), C(C1=CC=CC=C1)O (Benzyl alcohol), C(C)(C)(C)OC(=O)C1N(CC=CCC1C(=O)O)S(=O)(=O)C1=CC=C(C=C1)OC (1-(4-Methoxy-benzenesulfonyl)-2,3,4,7-tetrahydro-1H-azepine-2,3-dicarboxylic acid 2-tert-butyl ester), C1(=CC=CC=C1)P(=O)(C1=CC=CC=C1)N=[N+]=[N-] (Diphenyl phosphoryl azide). Run in O1CCOCC1 (Dioxane), C(C)OC(C)=O (Ethylacetate). Reaction conditions: time 15 minute. Product: C(C)(C)(C)OC(=O)C1N(CC=CCC1NC(=O)OCC1=CC=CC=C1)S(=O)(=O)C1=CC=C(C=C1)OC (3-Benzyloxycarbonylamino-1-(4-methoxy-benzenesulfonyl)-2,3,4,7-tetrahydro-1H-azepine-2-carboxylic acid tert-butyl ester). As a reaction SMILES: [C:1]([O:5][C:6]([CH:8]1[CH:14](C(O)=O)[CH2:13][CH:12]=[CH:11][CH2:10][N:9]1[S:18]([C:21]1[CH:26]=[CH:25][C:24]([O:27][CH3:28])=[CH:23][CH:22]=1)(=[O:20])=[O:19])=[O:7])([CH3:4])([CH3:3])[CH3:2].C([N:32]([CH2:36]CC)CCC)CC.C1(P(N=[N+]=[N-])(C2C=CC=CC=2)=[O:46])C=CC=CC=1.[CH2:56]([OH:63])[C:57]1[CH:62]=[CH:61][CH:60]=[CH:59][CH:58]=1>O1CCOCC1.C(OC(=O)C)C>[C:1]([O:5][C:6]([CH:8]1[CH:14]([NH:32][C:36]([O:63][CH2:56][C:57]2[CH:62]=[CH:61][CH:60]=[CH:59][CH:58]=2)=[O:46])[CH2:13][CH:12]=[CH:11][CH2:10][N:9]1[S:18]([C:21]1[CH:26]=[CH:25][C:24]([O:27][CH3:28])=[CH:23][CH:22]=1)(=[O:19])=[O:20])=[O:7])([CH3:3])([CH3:2])[CH3:4]. Reported procedure: The reaction is performed under an Argon athmosphere. 1-(4-Methoxy-benzenesulfonyl)-2,3,4,7-tetrahydro-1H-azepine-2,3-dicarboxylic acid 2-tert-butyl ester (300 mg, 0.73 mmol) is dissolved in 4 ml Dioxane (dry). Tripropylamine (TPA) (98 μl, 0.73 mmol) is added and the reaction is stirred for 15 minutes at RT. Diphenyl phosphoryl azide (157 μl, 0.73 mmol) is added and the reaction is gradually heated to 60° C. for 3 h. The reaction is then allowed to cool to room temperature. Benzyl alcohol (235 μ...